From a dataset of the Open Reaction Database (ORD), a public repository of structured organic reaction records. describe an organic reaction: reactants, conditions, products, and yield The reactants are CI, CN(C)C=O, O=C(Nc1cc(C2=NOC(c3cc(Cl)cc(Cl)c3)(C(F)(F)F)C2)ccc1Cl)C(F)(F)F, Cl, [H-], [Na+]. The product is CN(C(=O)C(F)(F)F)c1cc(C2=NOC(c3cc(Cl)cc(Cl)c3)(C(F)(F)F)C2)ccc1Cl. As a reaction SMILES: [CH3:34][I:35].[CH3:37][N:38]([CH3:39])[CH:40]=[O:41].[Cl:3][c:4]1[c:5]([NH:27][C:28]([C:29]([F:30])([F:31])[F:32])=[O:33])[cH:6][c:7]([C:10]2=[N:11][O:12][C:13]([C:15]([F:16])([F:17])[F:18])([c:19]3[cH:20][c:21]([Cl:26])[cH:22][c:23]([Cl:25])[cH:24]3)[CH2:14]2)[cH:8][cH:9]1.[ClH:36].[H-:1].[Na+:2]>>[Cl:3][c:4]1[c:5]([N:27]([C:28]([C:29]([F:30])([F:31])[F:32])=[O:33])[CH3:34])[cH:6][c:7]([C:10]2=[N:11][O:12][C:13]([C:15]([F:16])([F:17])[F:18])([c:19]3[cH:20][c:21]([Cl:26])[cH:22][c:23]([Cl:25])[cH:24]3)[CH2:14]2)[cH:8][cH:9]1.